This data is from the Open Reaction Database (ORD), a public repository of structured organic reaction records. The task is: describe an organic reaction: reactants, conditions, products, and yield Starting materials: ClC=1C=C(C=NC1OC(C)C)O (5-Chloro-6-isopropoxypyridin-3-ol), C(=O)[O-].[NH4+] (ammonium formate). Reagents/catalysts: [Pd] (palladium on Carbon). Solvent: C(C)O (ethanol). Product: C(C)(C)OC1=CC=C(C=N1)O (6-Isopropoxypyridin-3-ol). Isolated yield 97.5%. RXN SMILES: Cl[C:2]1[CH:3]=[C:4]([OH:12])[CH:5]=[N:6][C:7]=1[O:8][CH:9]([CH3:11])[CH3:10].C([O-])=O.[NH4+]>C(O)C.[Pd]>[CH:9]([O:8][C:7]1[N:6]=[CH:5][C:4]([OH:12])=[CH:3][CH:2]=1)([CH3:11])[CH3:10] |f:1.2|. Procedure details: 5-Chloro-6-isopropoxypyridin-3-ol (0.288 g, 1.54 mmol) was dissolved in absolute ethanol (5 mL) and heated to reflux. Then 10% palladium on Carbon (0.085 g, 0.799 mmol) and ammonium formate (1.35 g, 0.0214 mol) were added and the mixture was stirred at reflux under nitrogen for one hour. The reaction mixture was filtered on a pad of Arbocel® under a nitrogen stream and washed with MeOH (15 mL). The filtrate was concentrated in vacuo. The resulting crude was then diluted in EtOAc (20 mL) and wash...